Task: describe an organic reaction: reactants, conditions, products, and yield. Dataset: the Open Reaction Database (ORD), a public repository of structured organic reaction records The reactants are O=C([O-])O, COC(=O)Cl, ClCCl, NC1CCN(C(=O)OCc2ccccc2)C1, [Na+], O. The product is COC(=O)NC1CCN(C(=O)OCc2ccccc2)C1. RXN SMILES: [C:1](=[O:2])([OH:3])[O-:4].[CH3:22][O:23][C:24](=[O:25])[Cl:26].[Cl:28][CH2:29][Cl:30].[NH2:6][CH:7]1[CH2:8][N:9]([C:12](=[O:13])[O:14][CH2:15][c:16]2[cH:17][cH:18][cH:19][cH:20][cH:21]2)[CH2:10][CH2:11]1.[Na+:5].[OH2:27]>>[NH:6]([CH:7]1[CH2:8][N:9]([C:12](=[O:13])[O:14][CH2:15][c:16]2[cH:17][cH:18][cH:19][cH:20][cH:21]2)[CH2:10][CH2:11]1)[C:24]([O:23][CH3:22])=[O:25]. Reactants: C1CCOC1, CCOC(C)=O, Nc1ccc(C2CCC3(CC2)OCCO3)cc1Cl, O=C(Cl)OCc1ccccc1, c1ccncc1. Product: O=C(Nc1ccc(C2CCC3(CC2)OCCO3)cc1Cl)OCc1ccccc1. As a reaction SMILES: [CH2:42]1[O:43][CH2:44][CH2:45][CH2:46]1.[CH3:36][CH2:37][O:38][C:39](=[O:40])[CH3:41].[Cl:18][c:19]1[c:20]([NH2:21])[cH:22][cH:23][c:24]([CH:26]2[CH2:27][CH2:28][C:29]3([O:30][CH2:31][CH2:32][O:33]3)[CH2:34][CH2:35]2)[cH:25]1.[Cl:7][C:8](=[O:9])[O:10][CH2:11][c:12]1[cH:13][cH:14][cH:15][cH:16][cH:17]1.[cH:1]1[cH:2][cH:3][n:4][cH:5][cH:6]1>>[C:8](=[O:9])([O:10][CH2:11][c:12]1[cH:13][cH:14][cH:15][cH:16][cH:17]1)[NH:21][c:20]1[c:19]([Cl:18])[cH:25][c:24]([CH:26]2[CH2:27][CH2:28][C:29]3([O:30][CH2:31][CH2:32][O:33]3)[CH2:34][CH2:35]2)[cH:23][cH:22]1. The reactants are Cl (HCl), C(CCC)[Li] (n-Butyllithium), BrC1=CSC=C1 (3-bromothiophene), B(OC(C)C)(OC(C)C)OC(C)C (triisopropyl borate), steel. The solvent is C1CCOC1 (THF), C1CCOC1 (THF). Reaction conditions: temperature -78 celsius, time 45 minute. Yields the product C1=C(C=CS1)CB(O)O (3-thenylboronic acid). Yield: 73.2%. RXN SMILES: [CH2:1]([Li])CCC.Br[C:7]1[CH:11]=[CH:10][S:9][CH:8]=1.[B:12]([O:21]C(C)C)(OC(C)C)[O:13]C(C)C.Cl>C1COCC1>[CH:8]1[S:9][CH:10]=[CH:11][C:7]=1[CH2:1][B:12]([OH:21])[OH:13]. Reported procedure: n-Butyllithium (2.5 M solution in hexane, 20 ml, 50 mmol) was added dropwise to a solution of 3-bromothiophene (8.15 g, 50 mmol) in THF (20 ml) at -78° C. under an argon atmosphere. The resulting solution was stirred at -78° C. for 45 min, and then added to a solution of triisopropyl borate (9.4 g, 50 mmol) in THF at -78° C. over 30 min through a steel cannula. The resulting reaction mixture was stirred at room temperature for 12 h and was decomposed by the addition of 100 ml 1N HCl. The aqueous... The reactants are CN(CC[C@H](CSC1=CC=CC=C1)NC1=C(C=C(C=C1)S(=O)(=O)NC(=O)C1=CC=C(C=C1)C1=C(C=C(C=C1)CN1C(CN(CC1)C(=O)OC(C)(C)C)=O)OC)[N+](=O)[O-])C (tert-butyl 4-((4′-((((4-(((1R)-3-(dimethylamino)-1-((phenylthio)methyl)propyl)amino)-3-nitrophenyl)sulfonyl)amino)carbonyl)-2-methoxy-1,1′-biphenyl-4-yl)methyl)-3-oxopiperazine-1-carboxylate). The solvent is O1CCOCC1 (dioxane), Cl (HCl). The product is CN(CC[C@H](CSC1=CC=CC=C1)NC1=C(C=C(C=C1)S(=O)(=O)NC(=O)C1=CC=C(C=C1)C1=C(C=C(C=C1)CN1C(CNCC1)=O)OC)[N+](=O)[O-])C (4-(((1R)-3-(dimethylamino)-1-((phenylthio)methyl)propyl)amino)-N-((2′-methoxy-4′-((2-oxopiperazin-1-yl)methyl)-1,1′-biphenyl-4-yl)carbonyl)-3-nitrobenzenesulfonamide). As a reaction SMILES: [CH3:1][N:2]([CH3:59])[CH2:3][CH2:4][C@@H:5]([NH:14][C:15]1[CH:20]=[CH:19][C:18]([S:21]([NH:24][C:25]([C:27]2[CH:32]=[CH:31][C:30]([C:33]3[CH:38]=[CH:37][C:36]([CH2:39][N:40]4[CH2:45][CH2:44][N:43](C(OC(C)(C)C)=O)[CH2:42][C:41]4=[O:53])=[CH:35][C:34]=3[O:54][CH3:55])=[CH:29][CH:28]=2)=[O:26])(=[O:23])=[O:22])=[CH:17][C:16]=1[N+:56]([O-:58])=[O:57])[CH2:6][S:7][C:8]1[CH:13]=[CH:12][CH:11]=[CH:10][CH:9]=1>O1CCOCC1.Cl>[CH3:59][N:2]([CH3:1])[CH2:3][CH2:4][C@@H:5]([NH:14][C:15]1[CH:20]=[CH:19][C:18]([S:21]([NH:24][C:25]([C:27]2[CH:28]=[CH:29][C:30]([C:33]3[CH:38]=[CH:37][C:36]([CH2:39][N:40]4[CH2:45][CH2:44][NH:43][CH2:42][C:41]4=[O:53])=[CH:35][C:34]=3[O:54][CH3:55])=[CH:31][CH:32]=2)=[O:26])(=[O:22])=[O:23])=[CH:17][C:16]=1[N+:56]([O-:58])=[O:57])[CH2:6][S:7][C:8]1[CH:13]=[CH:12][CH:11]=[CH:10][CH:9]=1. Reported procedure: A solution of Example 500F (73 mg, 0.09 mmol) in dioxane (1 mL) and 4M HCl (1 mL) at room temperature was stirred for 16 hours, and purified by flash column chromatography on silica gel with 80:20:0.5 dichloromethane/methanol/concentrated ammonium hydroxide to provide the desired product. MS (ESI) m/e 745, 747 (M−H)−, (M+H)+; 1H NMR (300 MHz, DMSO-d6) δ2.07 (m, 2H), 2.54 (d, 6H), 2.74 (m, 1H), 3.04 (m, 2H), 3.17 (d, 2H), 3.23 (t, 2H), 3.32 (t, 2H), 3.47 (s, 2H), 3.74 (s, 3H), 4.09 (m, 1H), 4.54 ... The reactants are ClCCl, CCN(C(C)C)C(C)C, O=C(Cl)c1cccc(Cl)c1, Cc1cc(C)n(CC(=O)N2CCN(c3ncc(Cl)cc3N)CC2)n1. The product is Cc1cc(C)n(CC(=O)N2CCN(c3ncc(Cl)cc3NC(=O)c3cccc(Cl)c3)CC2)n1. As a reaction SMILES: [CH2:44]([Cl:45])[Cl:46].[CH:35]([N:36]([CH2:37][CH3:38])[CH:39]([CH3:40])[CH3:41])([CH3:42])[CH3:43].[Cl:25][c:26]1[cH:27][c:28]([C:29](=[O:30])[Cl:31])[cH:32][cH:33][cH:34]1.[NH2:1][c:2]1[c:3]([N:9]2[CH2:10][CH2:11][N:12]([C:15]([CH2:16][n:17]3[n:18][c:19]([CH3:23])[cH:20][c:21]3[CH3:22])=[O:24])[CH2:13][CH2:14]2)[n:4][cH:5][c:6]([Cl:8])[cH:7]1>>[NH:1]([c:2]1[c:3]([N:9]2[CH2:10][CH2:11][N:12]([C:15]([CH2:16][n:17]3[n:18][c:19]([CH3:23])[cH:20][c:21]3[CH3:22])=[O:24])[CH2:13][CH2:14]2)[n:4][cH:5][c:6]([Cl:8])[cH:7]1)[C:29]([c:28]1[cH:27][c:26]([Cl:25])[cH:34][cH:33][cH:32]1)=[O:30]. Reactants: ClC1=C(C(NC=C1)=O)C1=NC=2C(=CC=3C(N(C(C3C2)=O)C2CCN(CC2)C)=O)N1 (2-(4-Chloro-2-oxo-1,2-dihydropyridin-3-yl)-6-(1-methylpiperidin-4-yl)-imidazo[4,5-f]isoindole-5,7(1H,6H)-dione), FC1=C(C=C(C=C1)F)CC(C)N (1-(2,5-difluorophenyl)propan-2-amine), C(C)(C)N(C(C)C)CC (N,N-diisopropylethylamine). Solvent: C(CCC)O (n-butanol). Yields the product FC1=C(C=C(C=C1)F)CC(C)NC1=C(C(NC=C1)=O)C1=NC=2C(=CC=3C(N(C(C3C2)=O)C2CCN(CC2)C)=O)N1 (2-(4-((1-(2,5-Difluorophenyl)propan-2-yl)amino)-2-oxo-1,2-dihydropyridin-3-yl)-6-(1-methylpiperidin-4-yl)imidazo[4,5-f]isoindole-5,7(1H,6H)-dione). Yield: 83.8%. Reaction SMILES: Cl[C:2]1[CH:7]=[CH:6][NH:5][C:4](=[O:8])[C:3]=1[C:9]1[NH:29][C:12]2=[CH:13][C:14]3[C:15](=[O:28])[N:16]([CH:21]4[CH2:26][CH2:25][N:24]([CH3:27])[CH2:23][CH2:22]4)[C:17](=[O:20])[C:18]=3[CH:19]=[C:11]2[N:10]=1.[F:30][C:31]1[CH:36]=[CH:35][C:34]([F:37])=[CH:33][C:32]=1[CH2:38][CH:39]([NH2:41])[CH3:40].C(N(CC)C(C)C)(C)C>C(O)CCC>[F:30][C:31]1[CH:36]=[CH:35][C:34]([F:37])=[CH:33][C:32]=1[CH2:38][CH:39]([NH:41][C:2]1[CH:7]=[CH:6][NH:5][C:4](=[O:8])[C:3]=1[C:9]1[NH:29][C:12]2=[CH:13][C:14]3[C:15](=[O:28])[N:16]([CH:21]4[CH2:26][CH2:25][N:24]([CH3:27])[CH2:23][CH2:22]4)[C:17](=[O:20])[C:18]=3[CH:19]=[C:11]2[N:10]=1)[CH3:40]. Reported procedure: 2-(4-Chloro-2-oxo-1,2-dihydropyridin-3-yl)-6-(1-methylpiperidin-4-yl)-imidazo[4,5-f]isoindole-5,7(1H,6H)-dione (0.59 g, 1.43 mmol), 1-(2,5-difluorophenyl)propan-2-amine (0.29 g, 1.72 mmol), n-butanol (50 mL) and N,N-diisopropylethylamine (5 mL) were mixed together in a flask. The reaction mixture was stirred and heated to reflux overnight under argon. Solvents were removed under reduced pressure. The residue solid was purified by column chromatography (silica-gel, CH2Cl2/MeOH=9/1 v/v) to give a ... Reactants: O=Cc1cccc(Br)c1, CC(=O)[O-], CCO, [NH4+], O=C(O)CC(=O)O. The product is NC(CC(=O)O)c1cccc(Br)c1. Reaction SMILES: [Br:1][c:2]1[cH:3][c:4]([CH:5]=[O:6])[cH:7][cH:8][cH:9]1.[CH3:18][C:19](=[O:20])[O-:21].[CH3:22][CH2:23][OH:24].[NH4+:17].[OH:10][C:11](=[O:12])[CH2:13][C:14](=[O:15])[OH:16]>>[Br:1][c:2]1[cH:3][c:4]([CH:5]([CH2:13][C:11]([OH:10])=[O:12])[NH2:17])[cH:7][cH:8][cH:9]1. Reactants: OC1N(C(C2=CC=CC=C12)=O)CC=1SC=CC1 (3-Hydroxy-2-thiophen-2-ylmethyl-2,3-dihydro-isoindol-1-one), O=C1N(C(C2=CC=CC=C12)SCC(=O)NC=1SC=CN1)CC=1SC=CC1 (2-(3-Oxo-2-thiophen-2-ylmethyl-2,3-dihydro-1H-isoindol-1-ylsulfanyl)-N-thiazol-2-yl-acetamide). The product is O1C(=CC=C1)CN1C(C2=CC=CC=C2C1=O)SCC(=O)NC=1SC=CN1 (2-(2-Furan-2-ylmethyl-3-oxo-2,3-dihydro-1H-isoindol-1-ylsulfanyl)-N-thiazol-2-yl-acetamide). RXN SMILES: [OH:1]C1C2C(=CC=CC=2)C(=O)N1CC1SC=CC=1.[O:18]=[C:19]1[C:27]2[C:22](=[CH:23][CH:24]=[CH:25][CH:26]=2)[CH:21]([S:28][CH2:29][C:30]([NH:32][C:33]2[S:34][CH:35]=[CH:36][N:37]=2)=[O:31])[N:20]1[CH2:38][C:39]1S[CH:41]=[CH:42][CH:43]=1>>[O:1]1[CH:41]=[CH:42][CH:43]=[C:39]1[CH2:38][N:20]1[C:19](=[O:18])[C:27]2[C:22](=[CH:23][CH:24]=[CH:25][CH:26]=2)[CH:21]1[S:28][CH2:29][C:30]([NH:32][C:33]1[S:34][CH:35]=[CH:36][N:37]=1)=[O:31]. Procedure: Compound 32 was prepared using the synthetic sequence in a manner analogous to the method described for the conversion of compound 12 to compound 14 and illustrated in Scheme 1b. 1H NMR (300 MHz, DMSO): δ 11.96 (s, 1H), 7.71 (d, J=8 Hz, 1H), 7.59 (m, 4H), 7.48 (m, 2H), 7.42 (d, J=4 Hz, 1H), 7.19 (d, J=4 Hz, 1H), 5.76 (s, 1H), 4.97 (d, J=16 Hz, 1H), 4.44 (d, J=16 Hz, 1H), 3.09 (d, J=15 Hz, 1H), 2.95 (d, J=15 Hz, 1H). MS: m/z (MH+) 386. Starting materials: C(C)(=O)O (acetic acid), CCCCCCCCCCCCCCCCOCCCOP1(=O)CO[C@H](CO1)CN2C=CC(=NC2=O)N (hexadecyloxypropyl-cyclic cidofovir). The solvent is [OH-].[Na+] (NaOH). Run at time 1.5 hour. Product: CCCCCCCCCCCCCCCCOCCCOP(=O)(CO[C@@H](CN1C=CC(=NC1=O)N)CO)O (hexadecyloxypropyl-cidofovir). As a reaction SMILES: C(O)(=[O:3])C.[CH3:5][CH2:6][CH2:7][CH2:8][CH2:9][CH2:10][CH2:11][CH2:12][CH2:13][CH2:14][CH2:15][CH2:16][CH2:17][CH2:18][CH2:19][CH2:20][O:21][CH2:22][CH2:23][CH2:24][O:25][P:26]1([O:32][CH2:31][C@H:30]([CH2:33][N:34]2[C:39](=[O:40])[N:38]=[C:37]([NH2:41])[CH:36]=[CH:35]2)[O:29][CH2:28]1)=[O:27]>[OH-].[Na+]>[CH3:5][CH2:6][CH2:7][CH2:8][CH2:9][CH2:10][CH2:11][CH2:12][CH2:13][CH2:14][CH2:15][CH2:16][CH2:17][CH2:18][CH2:19][CH2:20][O:21][CH2:22][CH2:23][CH2:24][O:25][P:26]([OH:32])([CH2:28][O:29][C@H:30]([CH2:31][OH:3])[CH2:33][N:34]1[C:39](=[O:40])[N:38]=[C:37]([NH2:41])[CH:36]=[CH:35]1)=[O:27] |f:2.3|. Procedure details: As described in U.S. Pat. No. 6,716,825, in Step 1 of the scheme above, cidofovir was suspended in N,N-DMF and N,N′-dicyclohexyl-4-morpholine-carboxamide was added. The mixture was stirred overnight to dissolve the cidofovir. The clear solution was then charged to an addition funnel and slowly added (30 min) to a stirred, hot pyridine (60° C.) solution containing 1,3-dicyclohexyl carbodiimide. The resulting reaction mixture was stirred at 100° C. for 16 h, cooled to room temperature and the solv... Starting materials: COC(=O)C(Cc1ccc(-c2ccccc2)cc1)NCP(=O)(OC)OC, CO, Cl, [Na+], [OH-]. Yields the product COP(=O)(CNC(Cc1ccc(-c2ccccc2)cc1)C(=O)O)OC. RXN SMILES: [CH3:1][O:2][C:3]([CH:4]([CH2:5][c:6]1[cH:7][cH:8][c:9](-[c:12]2[cH:13][cH:14][cH:15][cH:16][cH:17]2)[cH:10][cH:11]1)[NH:18][CH2:19][P:20](=[O:21])([O:22][CH3:23])[O:24][CH3:25])=[O:26].[CH3:30][OH:31].[ClH:29].[Na+:28].[OH-:27]>>[O:2]=[C:3]([CH:4]([CH2:5][c:6]1[cH:7][cH:8][c:9](-[c:12]2[cH:13][cH:14][cH:15][cH:16][cH:17]2)[cH:10][cH:11]1)[NH:18][CH2:19][P:20](=[O:21])([O:22][CH3:23])[O:24][CH3:25])[OH:26].